This data is from the Open Reaction Database (ORD), a public repository of structured organic reaction records. The task is: describe an organic reaction: reactants, conditions, products, and yield Starting materials: ClC1=NC=CC(=N1)C1=C(N=C(S1)C(C)C)C=1C=C(C=CC1)NS(=O)(=O)C1=C(C=CC=C1F)F (N-{3-[5-(2-chloro-4-pyrimidinyl)-2-(1-methylethyl)-1,3-thiazol-4-yl]phenyl}-2,6-difluorobenzenesulfonamide), N (ammonia). The solvent is CO (MeOH). Yields the product NC1=NC=CC(=N1)C1=C(N=C(S1)C(C)C)C=1C=C(C=CC1)NS(=O)(=O)C1=C(C=CC=C1F)F (N-{3-[5-(2-Amino-4-pyrimidinyl)-2-(1-methylethyl)-1,3-thiazol-4-yl]phenyl}-2,6-difluorobenzenesulfonamide). Reaction SMILES: Cl[C:2]1[N:7]=[C:6]([C:8]2[S:12][C:11]([CH:13]([CH3:15])[CH3:14])=[N:10][C:9]=2[C:16]2[CH:17]=[C:18]([NH:22][S:23]([C:26]3[C:31]([F:32])=[CH:30][CH:29]=[CH:28][C:27]=3[F:33])(=[O:25])=[O:24])[CH:19]=[CH:20][CH:21]=2)[CH:5]=[CH:4][N:3]=1.[NH3:34]>CO>[NH2:34][C:2]1[N:7]=[C:6]([C:8]2[S:12][C:11]([CH:13]([CH3:15])[CH3:14])=[N:10][C:9]=2[C:16]2[CH:17]=[C:18]([NH:22][S:23]([C:26]3[C:31]([F:32])=[CH:30][CH:29]=[CH:28][C:27]=3[F:33])(=[O:25])=[O:24])[CH:19]=[CH:20][CH:21]=2)[CH:5]=[CH:4][N:3]=1. Reported procedure: Following a procedure analogous to the procedure described in Example 51, Step B using N-{3-[5-(2-chloro-4-pyrimidinyl)-2-(1-methylethyl)-1,3-thiazol-4-yl]phenyl}-2,6-difluorobenzenesulfonamide (200 mg, 0.39 mmol) in 7 N ammonia in MeOH (2 mL) the title compound was obtained as a white powder (0.16 g, 0.328 mmol, 84.2% yield). 1H NMR (400 MHz, DMSO-d6): δ 11.03 (s, 1H), 7.95 (d, J=5.1 Hz, 1H), 7.68-7.72 (m, 1H), 7.35 (t, J=7.7 Hz, 1H), 7.18-7.28 (m, 5H), 6.76 (s, 2H), 6.00 (d, J=5.1 Hz, 1H), 3.2... Starting materials: CO, N#Cc1cccc(-c2nn3c(NC4CCCC4)cccc3c2-c2ccnc(NC3CCCC3)n2)c1, [NH4+], [OH-], O, OO. Product: NC(=O)c1cccc(-c2nn3c(NC4CCCC4)cccc3c2-c2ccnc(NC3CCCC3)n2)c1. As a reaction SMILES: [CH3:41][OH:42].[CH:1]1([NH:6][c:7]2[cH:8][cH:9][cH:10][c:11]3[n:12]2[n:13][c:14](-[c:28]2[cH:29][c:30]([C:31]#[N:32])[cH:33][cH:34][cH:35]2)[c:15]3-[c:16]2[n:17][c:18]([NH:22][CH:23]3[CH2:24][CH2:25][CH2:26][CH2:27]3)[n:19][cH:20][cH:21]2)[CH2:2][CH2:3][CH2:4][CH2:5]1.[NH4+:36].[OH-:37].[OH2:40].[OH:38][OH:39]>>[CH:1]1([NH:6][c:7]2[cH:8][cH:9][cH:10][c:11]3[n:12]2[n:13][c:14](-[c:28]2[cH:29][c:30]([C:31]([NH2:32])=[O:37])[cH:33][cH:34][cH:35]2)[c:15]3-[c:16]2[n:17][c:18]([NH:22][CH:23]3[CH2:24][CH2:25][CH2:26][CH2:27]3)[n:19][cH:20][cH:21]2)[CH2:2][CH2:3][CH2:4][CH2:5]1.